From a dataset of the Open Reaction Database (ORD), a public repository of structured organic reaction records. describe an organic reaction: reactants, conditions, products, and yield Reactants: C=1C=CN2C1CN(C1=C(C2)C=CC=C1)C(=O)C1=CC=C(C=C1)NC(=O)C=1C(=NC=CC1)Cl (N-[4-(5H-pyrrolo[2,1-c][1,4]benzodiazepin-10(11H)ylcarbonyl)-phenyl]-2-chloropyridine-3-carboxamide), CNC (N,N-dimethylamine). Product: C=1C=CN2C1CN(C1=C(C2)C=CC=C1)C(=O)C1=CC=C(C=C1)NC(=O)C=1C(=NC=CC1)N(C)C (N-[4-(5H-Pyrrolo[2,1-c][1,4]benzodiazepin-10(11H)ylcarbonyl)phenyl]-2-(dimethylamino)-pyridine-3-carboxamide). RXN SMILES: [CH:1]1[CH:2]=[CH:3][N:4]2[CH2:10][C:9]3[CH:11]=[CH:12][CH:13]=[CH:14][C:8]=3[N:7]([C:15]([C:17]3[CH:22]=[CH:21][C:20]([NH:23][C:24]([C:26]4[C:27](Cl)=[N:28][CH:29]=[CH:30][CH:31]=4)=[O:25])=[CH:19][CH:18]=3)=[O:16])[CH2:6][C:5]=12.[CH3:33][NH:34][CH3:35]>>[CH:1]1[CH:2]=[CH:3][N:4]2[CH2:10][C:9]3[CH:11]=[CH:12][CH:13]=[CH:14][C:8]=3[N:7]([C:15]([C:17]3[CH:22]=[CH:21][C:20]([NH:23][C:24]([C:26]4[C:27]([N:34]([CH3:35])[CH3:33])=[N:28][CH:29]=[CH:30][CH:31]=4)=[O:25])=[CH:19][CH:18]=3)=[O:16])[CH2:6][C:5]=12. Procedure details: using the conditions of Example 334 and 1 g of N-[4-(5H-pyrrolo[2,1-c][1,4]benzodiazepin-10(11H)ylcarbonyl)-phenyl]-2-chloropyridine-3-carboxamide and 10 ml of 40% N,N-dimethylamine gives 700 mg of the desired product :M+ =451. Starting materials: O=C([O-])[O-], ClC(Cl)Cl, ClP(Cl)(Cl)(Cl)Cl, [K+], [K+], O=C1CCC2CCCCC2N1, O=S(=O)(Cl)Cl. The product is O=C1NC2CCCCC2CC1(Cl)Cl. As a reaction SMILES: [C:23](=[O:24])([O-:25])[O-:26].[CH:29]([Cl:30])([Cl:31])[Cl:32].[Cl:1][P:2]([Cl:3])([Cl:4])([Cl:5])[Cl:6].[K+:27].[K+:28].[NH:7]1[C:8](=[O:17])[CH2:9][CH2:10][CH:11]2[CH2:12][CH2:13][CH2:14][CH2:15][CH:16]12.[S:18]([Cl:19])([Cl:20])(=[O:21])=[O:22]>>[NH:7]1[C:8](=[O:17])[C:29]([Cl:30])([Cl:32])[CH2:10][CH:11]2[CH2:12][CH2:13][CH2:14][CH2:15][CH:16]12. Reactants: C(\C=C\C(=O)O)(=O)O.COC1=C(C2=C(CCN(CC2)C)C=C1OC)SC1=CC=CC=C1 (7,8-dimethoxy-3-methyl-6-phenylthio-2,3,4,5-tetrahydro-1H-3-benzazepine fumarate), NC(CCSC)C(=O)O (dl-methionine), CS(=O)(=O)O (methanesulfonic acid). The product is OC=1C(=C(C2=C(CCN(CC2)C)C1)SC1=CC=CC=C1)OC (8-hydroxy-7-methoxy-3-methyl-6-phenylthio-2,3,4,5-tetrahydro-1H-3-benzazepine). The yield is 87.0%. Reaction SMILES: C(O)(=O)/C=C/C(O)=O.[CH3:9][O:10][C:11]1[C:22]([O:23]C)=[CH:21][C:14]2[CH2:15][CH2:16][N:17]([CH3:20])[CH2:18][CH2:19][C:13]=2[C:12]=1[S:25][C:26]1[CH:31]=[CH:30][CH:29]=[CH:28][CH:27]=1.NC(C(O)=O)CCSC.CS(O)(=O)=O>>[OH:23][C:22]1[C:11]([O:10][CH3:9])=[C:12]([S:25][C:26]2[CH:31]=[CH:30][CH:29]=[CH:28][CH:27]=2)[C:13]2[CH2:19][CH2:18][N:17]([CH3:20])[CH2:16][CH2:15][C:14]=2[CH:21]=1 |f:0.1|. Procedure details: A mixture of 2.6 g. (0.008 mole) of 7,8-dimethoxy-3-methyl-6-phenylthio-2,3,4,5-tetrahydro-1H-3-benzazepine (prepared as in Example 3) and 1.26 g. (0.0085 mole) of dl-methionine in 35 ml. of methanesulfonic acid was stirred at room temperature for 3.5 hours. The reaction mixture was quenched with ice/water, made basic with 10% sodium hydroxide solution to pH 8.5 and extracted with chloroform. The extract was washed with saturated sodium chloride solution, dried over sodium sulfate and evaporated... The reactants are C, CCCC1CN(C(=O)OCc2ccccc2)CC1NC(=O)OC(C)(C)C, CCO, [H][H], [Pd]. Product: CCCC1CNCC1NC(=O)OC(C)(C)C. RXN SMILES: [C:29].[CH2:1]([O:2][C:3](=[O:4])[N:11]1[CH2:12][CH:13]([NH:19][C:20](=[O:21])[O:22][C:23]([CH3:24])([CH3:25])[CH3:26])[CH:14]([CH2:16][CH2:17][CH3:18])[CH2:15]1)[c:5]1[cH:6][cH:7][cH:8][cH:9][cH:10]1.[CH3:31][CH2:32][OH:33].[H:27][H:28].[Pd:30]>>[NH:11]1[CH2:12][CH:13]([NH:19][C:20](=[O:21])[O:22][C:23]([CH3:24])([CH3:25])[CH3:26])[CH:14]([CH2:16][CH2:17][CH3:18])[CH2:15]1. Reactants: CN1CCC2=CC=CC(=C12)C(C1=CC=CC=C1)=O (1-methyl-7-benzoylindoline). Reagents/catalysts: [O-2].[O-2].[Mn+4] (manganese dioxide). The solvent is C(Cl)Cl (methylene chloride). Yields the product CN1C=CC2=CC=CC(=C12)C(C1=CC=CC=C1)=O (1-methyl-7-benzoylindole). Yield: 85.0%. As a reaction SMILES: [CH3:1][N:2]1[C:10]2[C:5](=[CH:6][CH:7]=[CH:8][C:9]=2[C:11](=[O:18])[C:12]2[CH:17]=[CH:16][CH:15]=[CH:14][CH:13]=2)[CH2:4][CH2:3]1>C(Cl)Cl.[O-2].[O-2].[Mn+4]>[CH3:1][N:2]1[C:10]2[C:5](=[CH:6][CH:7]=[CH:8][C:9]=2[C:11](=[O:18])[C:12]2[CH:13]=[CH:14][CH:15]=[CH:16][CH:17]=2)[CH:4]=[CH:3]1 |f:2.3.4|. Procedure details: A mixture of 2.4 grams (0.01 mole) of 1-methyl-7-benzoylindoline and 8.7 grams (0.1 mol) of manganese dioxide in 25 ml of methylene chloride was heated at reflux for 18 hours. The mixture was cooled and filtered. The filtrate was concentrated and the resulting residue was distilled to give 2 grams of 1-methyl-7-benzoylindole having a b.p. of 128° C./0.03 mm Hg. Starting materials: FC1=CC=C(C=C1)C#CCN1N=CC(=C1)C1=NC=2N=C(N(C(C2N1COCC[Si](C)(C)C)=O)CCC)N1CCCC1 (8-{1-[3-(4-Fluoro-phenyl)-prop-2-ynyl]-1H-pyrazol-4-yl}-1-propyl-2-pyrrolidin-1-yl-7-(2-trimethylsilanyl-ethoxymethyl)-1,7-dihydro-purin-6-one), Cl (HCl). The solvent is C(C)O (ethanol). Conditions: temperature 85 celsius. The product is FC1=CC=C(C=C1)C#CCN1N=CC(=C1)C1=NC=2N=C(N(C(C2N1)=O)CCC)N1CCCC1 (8-{1-[3-(4-Fluoro-phenyl)-prop-2-ynyl]-1H-pyrazol-4-yl}-1-propyl-2-pyrrolidin-1-yl-1,7-dihydro-purin-6-one). Yield: 109.6%. Reaction SMILES: [F:1][C:2]1[CH:7]=[CH:6][C:5]([C:8]#[C:9][CH2:10][N:11]2[CH:15]=[C:14]([C:16]3[N:24](COCC[Si](C)(C)C)[C:23]4[C:22](=[O:33])[N:21]([CH2:34][CH2:35][CH3:36])[C:20]([N:37]5[CH2:41][CH2:40][CH2:39][CH2:38]5)=[N:19][C:18]=4[N:17]=3)[CH:13]=[N:12]2)=[CH:4][CH:3]=1.Cl>C(O)C>[F:1][C:2]1[CH:3]=[CH:4][C:5]([C:8]#[C:9][CH2:10][N:11]2[CH:15]=[C:14]([C:16]3[NH:24][C:23]4[C:22](=[O:33])[N:21]([CH2:34][CH2:35][CH3:36])[C:20]([N:37]5[CH2:38][CH2:39][CH2:40][CH2:41]5)=[N:19][C:18]=4[N:17]=3)[CH:13]=[N:12]2)=[CH:6][CH:7]=1. Procedure: A mixture of 8-{1-[3-(4-Fluoro-phenyl)-prop-2-ynyl]-1H-pyrazol-4-yl}-1-propyl-2-pyrrolidin-1-yl-7-(2-trimethylsilanyl-ethoxymethyl)-1,7-dihydro-purin-6-one (0.025 g, 0.043 mmol), 2N HCl (0.5 ml), ethanol (2 ml) was heated at 85° C. for 2 hours. The mixture was cooled and the solvent was evaporated. The residue was washed with n-pentane to obtain pure 8-{1-[3-(4-Fluoro-phenyl)-prop-2-ynyl]-1H-pyrazol-4-yl}-1-propyl-2-pyrrolidin-1-yl-1,7-dihydro-purin-6-one (0.021 g, quantitative) as yellow solid.